This data is from the Open Reaction Database (ORD), a public repository of structured organic reaction records. The task is: describe an organic reaction: reactants, conditions, products, and yield Reaction SMILES: [C:1]([CH3:2])([CH3:3])([CH3:4])[O:5][C:6]([NH:7][c:8]1[cH:9][s:10][cH:11][cH:12]1)=[O:13].[CH2:14]([Li:15])[CH2:16][CH2:17][CH3:18].[CH3:19][N:20]([CH:21]=[O:22])[CH3:23].[O:25]1[CH2:26][CH2:27][CH2:28][CH2:29]1.[OH2:24]>>[C:1]([CH3:2])([CH3:3])([CH3:4])[O:5][C:6]([NH:7][c:8]1[c:9]([CH:21]=[O:22])[s:10][cH:11][cH:12]1)=[O:13]. Starting materials: CC(C)(C)OC(=O)Nc1ccsc1, [Li]CCCC, CN(C)C=O, C1CCOC1, O. Product: CC(C)(C)OC(=O)Nc1ccsc1C=O. Starting materials: COC=1C=CC2=C(OC3=C(C(C2)=O)C=CC=C3)C1 (3-methoxydibenzo[b,f]oxepin-10-one), CCOC(=O)C (EtOAc), C[Si](C)(C)[N-][Si](C)(C)C.[Li+] (lithium bis(trimethylsilyl)amide), CN(C)CCN(C)C (TMEDA). Solvent: C1CCOC1 (THF), C1CCOC1 (THF), C1CCOC1 (THF). Run at time 0.5 hour. Product: OC1(CC2=C(OC3=C1C=CC=C3)C=C(C=C2)OC)CC(=O)OCC (Ethyl (±)-10,11-dihydro-10-hydroxy-3-methoxydibenzo[b,f]oxepine-10-acetate). Reaction SMILES: [CH3:1][CH2:2][O:3][C:4]([CH3:6])=[O:5].C[Si]([N-][Si](C)(C)C)(C)C.[Li+].CN(CCN(C)C)C.[CH3:25][O:26][C:27]1[CH:28]=[CH:29][C:30]2[CH2:36][C:35](=[O:37])[C:34]3[CH:38]=[CH:39][CH:40]=[CH:41][C:33]=3[O:32][C:31]=2[CH:42]=1>C1COCC1>[OH:37][C:35]1([CH2:6][C:4]([O:3][CH2:2][CH3:1])=[O:5])[C:34]2[CH:38]=[CH:39][CH:40]=[CH:41][C:33]=2[O:32][C:31]2[CH:42]=[C:27]([O:26][CH3:25])[CH:28]=[CH:29][C:30]=2[CH2:36]1 |f:1.2|. Reported procedure: Anhydrous EtOAc (0.94 mL, 9.6 mmole) was added dropwise to a solution of lithium bis(trimethylsilyl)amide (1.0 M in THF, 7 mL, 7 mmole) in dry THF (7 mL) in a flame-dried flask at −78° C. under argon. After 0.5 hr, TMEDA (2.4 mL, 16 mmole) was added. After another 5 min, a solution of 3-methoxydibenzo[b,f]oxepin-10-one (760 mg, 3.2 mmole) in THF (2 mL) was added dropwise over 3 min. Additional dry THF (0.4 mL) was used in transfer. The reaction was stirred at −78° C. to −40° C. for 1 hr, then wa... Reactants: FC=1C=CC(=C(CN)C1)OC=1C=C2C=NN(C2=CC1)CC(C)C (5-fluoro-2-(1-isobutyl-1H-indazol-5-yloxy)-benzylamine), CCN(C(C)C)C(C)C (DIEA), ClC(Cl)(OC(OC(Cl)(Cl)Cl)=O)Cl (triphosgene), solution, C(C)(C)(C)C1=CC(=NO1)N (5-tert-butyl-isoxazol-3-ylamine). Run in ClCCl (dichloromethane). Conditions: temperature 0 celsius, time 1 hour. Yields the product C(C)(C)(C)C1=CC(=NO1)NC(=O)NCC1=C(C=CC(=C1)F)OC=1C=C2C=NN(C2=CC1)CC(C)C (1-(5-tert-Butyl-isoxazol-3-yl)-3-[5-fluoro-2-(1-isobutyl-1H-indazol-5-yloxy)-benzyl]-urea). Isolated yield 44.0%. Reaction SMILES: [F:1][C:2]1[CH:3]=[CH:4][C:5]([O:10][C:11]2[CH:12]=[C:13]3[C:17](=[CH:18][CH:19]=2)[N:16]([CH2:20][CH:21]([CH3:23])[CH3:22])[N:15]=[CH:14]3)=[C:6]([CH:9]=1)[CH2:7][NH2:8].CCN(C(C)C)C(C)C.ClC(Cl)(O[C:37](=[O:43])OC(Cl)(Cl)Cl)Cl.[C:45]([C:49]1[O:53][N:52]=[C:51]([NH2:54])[CH:50]=1)([CH3:48])([CH3:47])[CH3:46]>ClCCl>[C:45]([C:49]1[O:53][N:52]=[C:51]([NH:54][C:37]([NH:8][CH2:7][C:6]2[CH:9]=[C:2]([F:1])[CH:3]=[CH:4][C:5]=2[O:10][C:11]2[CH:12]=[C:13]3[C:17](=[CH:18][CH:19]=2)[N:16]([CH2:20][CH:21]([CH3:23])[CH3:22])[N:15]=[CH:14]3)=[O:43])[CH:50]=1)([CH3:48])([CH3:47])[CH3:46]. Procedure details: To a cooled (0° C.) solution of 5-fluoro-2-(1-isobutyl-1H-indazol-5-yloxy)-benzylamine (0.364 g, 1.04 mmol) and DIEA (0.5 mL, 2.08 mmol) in dichloromethane (10 mL) was added triphosgene (0.131 g, 0.374 mmol). The mixture was stirred at 0° C. for 1 hour and then stirred at room temperature for 18 hours under N2 atmosphere. The reaction mixture was concentrated under reduced pressure and suspended in dichloromethane (10 mL) making a 0.123 M solution. 0.4 mL of this solution (0.015 g, 0.048 mmol) w... Reactants: Cl.C(C1=CC=CC=C1)OC(=O)N(C1=CC=C(C=C1)F)CC1NCCC2=CC(=C(C=C12)O)O (1-(N-benzyloxycarbonyl-p-fluoroanilinomethyl)-6,7-dihydroxy-1,2,3,4-tetrahydroisoquinoline hydrochloride), Cl (hydrochloric acid). Run in C(C)(=O)O (acetic acid). The product is Cl.FC1=CC=C(NCC2NCCC3=CC(=C(C=C23)O)O)C=C1 (1-(p-fluoroanilinomethyl)-6,7-dihydroxy-1,2,3,4-tetrahydroisoquinoline hydrochloride). Yield: 95.2%. Reaction SMILES: [ClH:1].C(OC([N:12]([CH2:20][CH:21]1[C:30]2[C:25](=[CH:26][C:27]([OH:32])=[C:28]([OH:31])[CH:29]=2)[CH2:24][CH2:23][NH:22]1)[C:13]1[CH:18]=[CH:17][C:16]([F:19])=[CH:15][CH:14]=1)=O)C1C=CC=CC=1.Cl>C(O)(=O)C>[ClH:1].[F:19][C:16]1[CH:15]=[CH:14][C:13]([NH:12][CH2:20][CH:21]2[C:30]3[C:25](=[CH:26][C:27]([OH:32])=[C:28]([OH:31])[CH:29]=3)[CH2:24][CH2:23][NH:22]2)=[CH:18][CH:17]=1 |f:0.1,4.5|. Procedure details: A mixture of 1-(N-benzyloxycarbonyl-p-fluoroanilinomethyl)-6,7-dihydroxy-1,2,3,4-tetrahydroisoquinoline hydrochloride (4.6 g), conc. hydrochloric acid (46 ml) and acetic acid (46 ml) was refluxed for 2 hours. The reaction mixture was concentrated to dryness and the residue was dissolved in water and washed with a mixture of ether and ethyl acetate (1:1). The aqueous layer was treated with activated charcoal and concentrated to dryness to give 1-(p-fluoroanilinomethyl)-6,7-dihydroxy-1,2,3,4-tetra... Reaction SMILES: [C:2]([CH3:3])([CH3:4])([CH3:5])[NH:6][NH2:7].[C:9]([c:10]1[cH:11][cH:12][cH:13][cH:14][cH:15]1)(=[O:16])[C:17](=[O:18])[OH:19].[ClH:1].[ClH:8].[OH2:20]>>[C:2]([CH3:3])([CH3:4])([CH3:5])[NH:6][N:7]=[C:17]([C:9]([c:10]1[cH:11][cH:12][cH:13][cH:14][cH:15]1)=[O:16])[OH:18]. The product is CC(C)(C)NN=C(O)C(=O)c1ccccc1. The reactants are CC(C)(C)NN, O=C(O)C(=O)c1ccccc1, Cl, Cl, O. Reactants: O=C1N(C=2CCCC(C2C(N1)C1=C(C=C(C#N)C=C1)S(=O)(=O)C)=O)C1=CC(=CC=C1)C(F)(F)F (4-[2,5-dioxo-1-(3-trifluoromethyl-phenyl)-1,2,3,4,5,6,7,8-octahydro-quinazolin-4-yl]-3-methanesulfonyl-benzonitrile), O=C1N(C=2CCCC(C2C(N1)C1=C(C=C(C#N)C=C1)S(=O)(=O)C)=O)C1=CC(=CC=C1)C(F)(F)F (4-[2,5-dioxo-1-(3-trifluoromethyl-phenyl)-1,2,3,4,5,6,7,8-octahydro-quinazolin-4-yl]-3-methanesulfonyl-benzonitrile), C([O-])([O-])=O.[Cs+].[Cs+] (cesium carbonate), BrCC1COC1 (3-bromomethyl-oxetane). The solvent is CN(C)C=O (DMF), O (water), CN(C)C=O (DMF). Run at temperature 50 celsius. The product is CS(=O)(=O)C=1C=C(C#N)C=CC1C1N(C(N(C=2CCCC(C12)=O)C1=CC(=CC=C1)C(F)(F)F)=O)CC1COC1 (3-Methanesulfonyl-4-[3-oxetan-3-ylmethyl-2,5-dioxo-1-(3-trifluoromethyl-phenyl)-1,2,3,4,5,6,7,8-octahydro-quinazolin-4-yl]-benzonitrile). RXN SMILES: [O:1]=[C:2]1[NH:11][CH:10]([C:12]2[CH:19]=[CH:18][C:15]([C:16]#[N:17])=[CH:14][C:13]=2[S:20]([CH3:23])(=[O:22])=[O:21])[C:9]2[C:8](=[O:24])[CH2:7][CH2:6][CH2:5][C:4]=2[N:3]1[C:25]1[CH:30]=[CH:29][CH:28]=[C:27]([C:31]([F:34])([F:33])[F:32])[CH:26]=1.C(=O)([O-])[O-].[Cs+].[Cs+].Br[CH2:42][CH:43]1[CH2:46][O:45][CH2:44]1>CN(C=O)C.O>[CH3:23][S:20]([C:13]1[CH:14]=[C:15]([CH:18]=[CH:19][C:12]=1[CH:10]1[C:9]2[C:8](=[O:24])[CH2:7][CH2:6][CH2:5][C:4]=2[N:3]([C:25]2[CH:30]=[CH:29][CH:28]=[C:27]([C:31]([F:33])([F:34])[F:32])[CH:26]=2)[C:2](=[O:1])[N:11]1[CH2:42][CH:43]1[CH2:46][O:45][CH2:44]1)[C:16]#[N:17])(=[O:22])=[O:21] |f:1.2.3|. Procedure: To a solution of 4-[2,5-dioxo-1-(3-trifluoromethyl-phenyl)-1,2,3,4,5,6,7,8-octahydro-quinazolin-4-yl]-3-methanesulfonyl-benzonitrile (INTERMEDIATE 18, 150 mg, 0.28 mmol) in DMF (3.0 mL) is added cesium carbonate (178 mg, 0.55 mmol) and 3-bromomethyl-oxetane (83 mg, 0.55 mmol) and the mixture is stirred at 50° C. over night. The reaction mixture is diluted with DMF and water and purified by reversed phase HPLC (Waters SunFire™-C18, gradient of acetonitrile in water, 0.1% TFA). Yield: 35.5 mg; ESI...